This data is from the Open Reaction Database (ORD), a public repository of structured organic reaction records. The task is: describe an organic reaction: reactants, conditions, products, and yield The reactants are COc1ccc(C(=O)Nc2ccccc2)cc1N, c1ccncc1, O=S(=O)(Cl)c1cccs1. Product: COc1ccc(C(=O)Nc2ccccc2)cc1NS(=O)(=O)c1cccs1. As a reaction SMILES: [NH2:10][c:11]1[cH:12][c:13]([C:14](=[O:15])[NH:16][c:17]2[cH:18][cH:19][cH:20][cH:21][cH:22]2)[cH:23][cH:24][c:25]1[O:26][CH3:27].[cH:28]1[cH:29][cH:30][n:31][cH:32][cH:33]1.[s:1]1[c:2]([S:6](=[O:7])(=[O:8])[Cl:9])[cH:3][cH:4][cH:5]1>>[s:1]1[c:2]([S:6](=[O:7])(=[O:8])[NH:10][c:11]2[cH:12][c:13]([C:14](=[O:15])[NH:16][c:17]3[cH:18][cH:19][cH:20][cH:21][cH:22]3)[cH:23][cH:24][c:25]2[O:26][CH3:27])[cH:3][cH:4][cH:5]1. Starting materials: [N-]=[N+]=[N-].[Na+] (sodium azide), NC1=NC(=C2NC=NC2=N1)Cl (2-amino-6-chloropurine). Solvent: O (water), CS(=O)C (dimethyl sulfoxide), O (water). Yields the product NC1=NC(=C2NC=NC2=N1)N=[N+]=[N-] (2-amino-6-azidopurine). Isolated yield 89.3%. RXN SMILES: [N-:1]=[N+:2]=[N-:3].[Na+].[NH2:5][C:6]1[N:14]=[C:13]2[C:9]([NH:10][CH:11]=[N:12]2)=[C:8](Cl)[N:7]=1>O.CS(C)=O>[NH2:5][C:6]1[N:14]=[C:13]2[C:9]([NH:10][CH:11]=[N:12]2)=[C:8]([N:1]=[N+:2]=[N-:3])[N:7]=1 |f:0.1|. Procedure: A solution of sodium azide (14.08 g, 0.216 mol) in water (35 mL) was added to a solution of 2-amino-6-chloropurine (28.27 g, 0.166 mol) in dimethyl sulfoxide (DMSO, 280 mL). The mixture was heated at 100°-110° C. for 24 h, then the resulting suspension was cooled and poured into 1.3 L of water. The precipitate was collected by filtration, washed with water and dried to afford 26.11 g of 2-amino-6-azidopurine, mp>260° C.; IR (KBr) 3313, 3146, 1678, 1641, 1551 cm-1 ; 1H NMR (DMSO-d6, 360 MHz) δ8.1...